From a dataset of the Open Reaction Database (ORD), a public repository of structured organic reaction records. describe an organic reaction: reactants, conditions, products, and yield The reactants are CC=1C=C(C=C(O)C1)O (5-methylresorcinol), C(OC)(OC)=O (dimethyl carbonate). Yields the product COC1=CC(O)=CC(=C1)C (5-methylresorcinol monomethyl ether). Isolated yield 98.0%. As a reaction SMILES: [CH3:1][C:2]1[CH:3]=[C:4]([OH:9])[CH:5]=[C:6]([CH:8]=1)[OH:7].[C:10](=O)(OC)OC>>[CH3:10][O:7][C:6]1[CH:8]=[C:2]([CH3:1])[CH:3]=[C:4]([OH:9])[CH:5]=1. Procedure: The reaction is carried out as described in Example 1, with 22.8 parts of 5-methylresorcinol and 9 parts of dimethyl carbonate. 9 parts (98% of theory) of 5-methylresorcinol monomethyl ether of boiling point 63°-65° C./0.4 mbar are obtained. The conversion is 36 percent. The reactants are O=C([O-])c1sc(-c2ccccc2)cc1NCc1ccccc1, O=C(Cl)C1CC1, [Na+], C1COCCO1, O. Product: O=C(O)c1sc(-c2ccccc2)cc1N(Cc1ccccc1)C(=O)C1CC1. RXN SMILES: [CH2:1]([c:2]1[cH:3][cH:4][cH:5][cH:6][cH:7]1)[NH:8][c:9]1[c:10]([C:20](=[O:21])[O-:22])[s:11][c:12](-[c:14]2[cH:15][cH:16][cH:17][cH:18][cH:19]2)[cH:13]1.[CH:24]1([C:27](=[O:28])[Cl:29])[CH2:25][CH2:26]1.[Na+:23].[O:30]1[CH2:31][CH2:32][O:33][CH2:34][CH2:35]1.[OH2:36]>>[CH2:1]([c:2]1[cH:3][cH:4][cH:5][cH:6][cH:7]1)[N:8]([c:9]1[c:10]([C:20](=[O:21])[OH:22])[s:11][c:12](-[c:14]2[cH:15][cH:16][cH:17][cH:18][cH:19]2)[cH:13]1)[C:27]([CH:24]1[CH2:25][CH2:26]1)=[O:28]. Reactants: C(C(C)C)NC([C@H]1N(CCC1)C([C@@H](NC(=O)OC(C)(C)C)CCCCNC(=O)OCC1=CC=CC=C1)=O)=O (Nα -tert.butoxycarbonyl-Nε -benzyloxycarbonyl-L-lysyl-L-proline isobutylamide), Cl (hydrogen chloride), C(C)N1CCOCC1 (N-ethylmorpholine), C12(CC3CC(CC(C1)C3)C2)CC(=O)Cl (1-adamantaneacetyl chloride). Run in C(C)(=O)OCC (ethyl acetate). Reaction conditions: temperature 0 celsius, time 3 hour. Yields the product C(C(C)C)NC([C@H]1N(CCC1)C([C@@H](NC(CC12CC3CC(CC(C1)C3)C2)=O)CCCCNC(=O)OCC2=CC=CC=C2)=O)=O (Nα -(1-adamantaneacetyl)-Nε -benzyloxycarbonyl-L-lysyl-L-proline isobutylamide). Isolated yield 29.6%. As a reaction SMILES: [CH2:1]([NH:5][C:6](=[O:38])[C@@H:7]1[CH2:11][CH2:10][CH2:9][N:8]1[C:12](=[O:37])[C@H:13]([CH2:22][CH2:23][CH2:24][CH2:25][NH:26][C:27]([O:29][CH2:30][C:31]1[CH:36]=[CH:35][CH:34]=[CH:33][CH:32]=1)=[O:28])[NH:14][C:15](OC(C)(C)C)=[O:16])[CH:2]([CH3:4])[CH3:3].Cl.C(N1CCOCC1)C.[C:48]12([CH2:58]C(Cl)=O)[CH2:57][CH:52]3[CH2:53][CH:54]([CH2:56][CH:50]([CH2:51]3)[CH2:49]1)[CH2:55]2>C(OCC)(=O)C>[CH2:1]([NH:5][C:6](=[O:38])[C@@H:7]1[CH2:11][CH2:10][CH2:9][N:8]1[C:12](=[O:37])[C@H:13]([CH2:22][CH2:23][CH2:24][CH2:25][NH:26][C:27]([O:29][CH2:30][C:31]1[CH:32]=[CH:33][CH:34]=[CH:35][CH:36]=1)=[O:28])[NH:14][C:15](=[O:16])[CH2:58][C:48]12[CH2:57][CH:52]3[CH2:51][CH:50]([CH2:56][CH:54]([CH2:53]3)[CH2:55]1)[CH2:49]2)[CH:2]([CH3:3])[CH3:4]. Procedure: 2.72 g (0.005 mol) of Nα -tert.butoxycarbonyl-Nε -benzyloxycarbonyl-L-lysyl-L-proline isobutylamide were treated with 15 ml of 2.5M hydrogen chloride in ethyl acetate at room temperature for 0.75 hour. The solvent was removed by evaporation and the solid was washed with diethyl ether. The solid was taken up in 15 ml of dimethylformamide and the solution was cooled to 0° C. 1.27 ml (0.01 mol) of N-ethylmorpholine and 1.3 g (0.006 mol) of 1-adamantaneacetyl chloride were added and the mixture was ... Starting materials: ClCCCCCC1(C(NC2=CC=CC=C12)=O)CC (3-(5-chloropentyl)-3-ethyl-1,3-dihydro-2H-indol-2-one), ClC1=CC=C(C=C1)N1CCNCC1 (1-(4-chlorophenyl)-piperazine). Product: ClC1=CC=C(C=C1)N1CCN(CC1)CCCCCC1(C(NC2=CC=CC=C12)=O)CC (3-{5-[4-(4-chlorophenyl)-piperazin-1-yl]-pentyl}-3-ethyl-1,3-dihydro-2H-indol-2-one). Reaction SMILES: Cl[CH2:2][CH2:3][CH2:4][CH2:5][CH2:6][C:7]1([CH2:17][CH3:18])[C:15]2[C:10](=[CH:11][CH:12]=[CH:13][CH:14]=2)[NH:9][C:8]1=[O:16].[Cl:19][C:20]1[CH:25]=[CH:24][C:23]([N:26]2[CH2:31][CH2:30][NH:29][CH2:28][CH2:27]2)=[CH:22][CH:21]=1>>[Cl:19][C:20]1[CH:21]=[CH:22][C:23]([N:26]2[CH2:31][CH2:30][N:29]([CH2:2][CH2:3][CH2:4][CH2:5][CH2:6][C:7]3([CH2:17][CH3:18])[C:15]4[C:10](=[CH:11][CH:12]=[CH:13][CH:14]=4)[NH:9][C:8]3=[O:16])[CH2:28][CH2:27]2)=[CH:24][CH:25]=1. Procedure details: The title compound is prepared according to process H by applying processing method 1 from 3-(5-chloropentyl)-3-ethyl-1,3-dihydro-2H-indol-2-one and 1-(4-chlorophenyl)-piperazine. The reactants are CNc1ncccc1CO, ClC(Cl)Cl. Product: CNc1ncccc1C=O. Reaction SMILES: [CH3:1][NH:2][c:3]1[n:4][cH:5][cH:6][cH:7][c:8]1[CH2:9][OH:10].[CH:11]([Cl:12])([Cl:13])[Cl:14]>>[CH3:1][NH:2][c:3]1[n:4][cH:5][cH:6][cH:7][c:8]1[CH:9]=[O:10]. Starting materials: BrCCOC1=CC=C(C=C1)OCC1=CC=CC=C1 (1-(2-bromoethoxy)-4-(benzyloxy)-benzene), FC1=CC=C(CC2(CCNCC2)O)C=C1 (4-(4-fluoro-benzyl)-piperidin-4-ol). Yields the product C(C1=CC=CC=C1)OC1=CC=C(OCCN2CCC(CC2)(O)CC2=CC=C(C=C2)F)C=C1 (1-[2-(4-Benzyloxy-phenoxy)-ethyl]-4-(4-fluor-benzyl)-piperidin-4-ol). As a reaction SMILES: Br[CH2:2][CH2:3][O:4][C:5]1[CH:10]=[CH:9][C:8]([O:11][CH2:12][C:13]2[CH:18]=[CH:17][CH:16]=[CH:15][CH:14]=2)=[CH:7][CH:6]=1.[F:19][C:20]1[CH:33]=[CH:32][C:23]([CH2:24][C:25]2([OH:31])[CH2:30][CH2:29][NH:28][CH2:27][CH2:26]2)=[CH:22][CH:21]=1>>[CH2:12]([O:11][C:8]1[CH:9]=[CH:10][C:5]([O:4][CH2:3][CH2:2][N:28]2[CH2:27][CH2:26][C:25]([CH2:24][C:23]3[CH:22]=[CH:21][C:20]([F:19])=[CH:33][CH:32]=3)([OH:31])[CH2:30][CH2:29]2)=[CH:6][CH:7]=1)[C:13]1[CH:18]=[CH:17][CH:16]=[CH:15][CH:14]=1. Reported procedure: The title compound, MS: m/e=436.5 (M+H+), was prepared from 1-(2-bromoethoxy)-4-(benzyloxy)-benzene and 4-(4-fluoro-benzyl)-piperidin-4-ol.